This data is from the Open Reaction Database (ORD), a public repository of structured organic reaction records. The task is: describe an organic reaction: reactants, conditions, products, and yield The reactants are CCN(C(C)C)C(C)C (DIEA), CN(C1=CC(=CC=C1)N)C=1C=NC=CC1 (N1-methyl-N1-(pyridin-3-yl)benzene-1,3-diamine), ClC=1C=C(C(=O)Cl)C=CC1 (3-Chlorobenzoyl chloride). Run in C(Cl)Cl (CH2Cl2), C(Cl)Cl (CH2Cl2). Conditions: time 5 minute. Yields the product ClC=1C=C(C(=O)NC2=CC(=CC=C2)N(C=2C=NC=CC2)C)C=CC1 (3-chloro-N-(3-(methyl(pyridin-3-yl)amino)phenyl)benzamide). Yield: 71.0%. RXN SMILES: [CH3:1][N:2]([C:10]1[CH:11]=[N:12][CH:13]=[CH:14][CH:15]=1)[C:3]1[CH:8]=[CH:7][CH:6]=[C:5]([NH2:9])[CH:4]=1.CCN(C(C)C)C(C)C.[Cl:25][C:26]1[CH:27]=[C:28]([CH:32]=[CH:33][CH:34]=1)[C:29](Cl)=[O:30]>C(Cl)Cl>[Cl:25][C:26]1[CH:27]=[C:28]([CH:32]=[CH:33][CH:34]=1)[C:29]([NH:9][C:5]1[CH:6]=[CH:7][CH:8]=[C:3]([N:2]([CH3:1])[C:10]2[CH:11]=[N:12][CH:13]=[CH:14][CH:15]=2)[CH:4]=1)=[O:30]. Reported procedure: Compound 17 (25 mg, 0.13 mmol, 1.0 eq) was dissolved in CH2Cl2 (1 mL) and DIEA (24 μL, 0.14 mmol, 1.1 eq) was added and the reaction stirred for 5 min. 3-Chlorobenzoyl chloride (16.1 μL, 0.125 mmol, 1.00 eq) was added and the reaction was stirred until determination of completion by LCMS. The reaction was diluted with CH2Cl2, washed with water (1×), dried (MgSO4), filtered and concentrated in vacuo. Purification by flash chromatography on silica gel afforded 30 mg (71%) of the title compound as ... Starting materials: O=C(Cl)C1CCCCC1, Cl, NC(=O)NCCCC(N)C(=O)O, [Na+], [OH-]. Product: NC(=O)NCCCC(NC(=O)C1CCCCC1)C(=O)O. RXN SMILES: [CH:13]1([C:19](=[O:20])[Cl:21])[CH2:14][CH2:15][CH2:16][CH2:17][CH2:18]1.[ClH:22].[NH2:1][CH:2]([CH2:3][CH2:4][CH2:5][NH:6][C:7]([NH2:8])=[O:9])[C:10]([OH:11])=[O:12].[Na+:24].[OH-:23]>>[NH:1]([CH:2]([CH2:3][CH2:4][CH2:5][NH:6][C:7]([NH2:8])=[O:9])[C:10]([OH:11])=[O:12])[C:19]([CH:13]1[CH2:14][CH2:15][CH2:16][CH2:17][CH2:18]1)=[O:20]. The reactants are C(C)OC(=O)C=1C=NC2=CC(=CC=C2C1C1=C(C=CC(=C1)C=O)OC)C(F)(F)F (4-(5-Formyl-2-methoxy-phenyl)-7-trifluoromethyl-quinoline-3-carboxylic acid ethyl ester), [BH4-].[Na+] (sodium borohydride). Solvent: C(C)O (ethanol). Conditions: time 15 minute. The product is C(C)OC(=O)C=1C=NC2=CC(=CC=C2C1C1=C(C=CC(=C1)CO)OC)C(F)(F)F (4-(5-hydroxymethyl-2-methoxy-phenyl)-7-trifluoromethyl-quinoline-3-carboxylic acid ethyl ester). RXN SMILES: [CH2:1]([O:3][C:4]([C:6]1[CH:7]=[N:8][C:9]2[C:14]([C:15]=1[C:16]1[CH:21]=[C:20]([CH:22]=[O:23])[CH:19]=[CH:18][C:17]=1[O:24][CH3:25])=[CH:13][CH:12]=[C:11]([C:26]([F:29])([F:28])[F:27])[CH:10]=2)=[O:5])[CH3:2].[BH4-].[Na+]>C(O)C>[CH2:1]([O:3][C:4]([C:6]1[CH:7]=[N:8][C:9]2[C:14]([C:15]=1[C:16]1[CH:21]=[C:20]([CH2:22][OH:23])[CH:19]=[CH:18][C:17]=1[O:24][CH3:25])=[CH:13][CH:12]=[C:11]([C:26]([F:29])([F:27])[F:28])[CH:10]=2)=[O:5])[CH3:2] |f:1.2|. Procedure: 4-(5-Formyl-2-methoxy-phenyl)-7-trifluoromethyl-quinoline-3-carboxylic acid ethyl ester (30 mg, 0.074 mmol) was dissolved in ethanol (1 mL) and treated with sodium borohydride (26 mg) in one portion. After stirring at room temperature for 15 min, the reaction mixture was quenched with an aqueous solution of ammonium chloride. The reaction mixture was then extracted with ethyl acetate and the organic layer was dried over sodium sulfate, concentrated. The crude compound was purified by column chro... Reactants: BrC1=CN=C2C(=N1)N(C(CN2)=O)CCC2CCOCC2 (7-Bromo-1-(2-(tetrahydro-2H-pyran-4-yl)ethyl)-3,4-dihydropyrazino[2,3-b]pyrazin-2(1H)-one), BrC=1N=C(C(=NC1)NCC(=O)OCC)NCCC1CCOCC1 (Ethyl 2-(5-bromo-3-(2-(tetrahydro-2H-pyran-4-yl)ethylamino)pyrazin-2-ylamino)acetate), Cl (hydrochloric acid). Run in C(C)O (ethanol). Run at temperature 100 celsius. Product: N1C=CC=2C1=NC=C(C2)C2=CN=C1C(=N2)N(C(CN1)=O)CCC1CCOCC1 (7-(1H-Pyrrolo[2,3-b]pyridin-5-yl)-1-(2-(tetrahydro-2h-pyran-4-yl)ethyl)-3,4-dihydropyrazino[2,3-b]pyrazin-2(1H)-one). Reaction SMILES: Br[C:2]1[N:7]=[C:6]2[N:8]([CH2:13][CH2:14][CH:15]3[CH2:20][CH2:19][O:18][CH2:17][CH2:16]3)[C:9](=[O:12])[CH2:10][NH:11][C:5]2=[N:4][CH:3]=1.Br[C:22]1[N:23]=[C:24]([NH:35][CH2:36][CH2:37][CH:38]2[CH2:43][CH2:42]OCC2)C(NCC(OCC)=O)=NC=1.Cl>C(O)C>[NH:35]1[C:24]2=[N:23][CH:22]=[C:42]([C:2]3[N:7]=[C:6]4[N:8]([CH2:13][CH2:14][CH:15]5[CH2:20][CH2:19][O:18][CH2:17][CH2:16]5)[C:9](=[O:12])[CH2:10][NH:11][C:5]4=[N:4][CH:3]=3)[CH:43]=[C:38]2[CH:37]=[CH:36]1. Reported procedure: 7-Bromo-1-(2-(tetrahydro-2H-pyran-4-yl)ethyl)-3,4-dihydropyrazino[2,3-b]pyrazin-2(1H)-one. Ethyl 2-(5-bromo-3-(2-(tetrahydro-2H-pyran-4-yl)ethylamino)pyrazin-2-ylamino)acetate (0.5 g, 1.291 mmol) and hydrochloric acid (6 M in water, 0.215 mL, 1.291 mmol) were combined in ethanol (2 mL) and the resulting mixture was heated in a Biotage Emrys Optimizer microwave reactor at 100° C. for 2400 s. The reaction mixture was concentrated and purified using silica gel chromatography (33% ethyl acetate in h... As a reaction SMILES: [F:1][C:2]([F:24])([F:23])[C:3]1[CH:4]=[C:5]2[C:11]3([CH2:15][CH2:14][N:13]([C:16](OC(C)(C)C)=[O:17])[CH2:12]3)[CH2:10][NH:9][C:6]2=[CH:7][CH:8]=1.Cl[C:26](=[O:32])C(OCC)=O.[NH2:33][C:34]1[S:35][C:36]([O:39][CH3:40])=[CH:37][N:38]=1.[CH3:41][NH2:42].[O:43]1[CH2:47]CCC1>>[CH3:40][O:39][C:36]1[S:35][C:34]([NH:33][C:47]([N:9]2[C:6]3[C:5](=[CH:4][C:3]([C:2]([F:23])([F:1])[F:24])=[CH:8][CH:7]=3)[C:11]3([CH2:15][CH2:14][N:13]([C:16](=[O:17])[C:26]([NH:42][CH3:41])=[O:32])[CH2:12]3)[CH2:10]2)=[O:43])=[N:38][CH:37]=1 |f:3.4|. Procedure details: (tert-Butyl 5-(trifluoromethyl)spiro[indoline-3,3′-pyrrolidine]-1′-carboxylate, ethyl chloroglyoxylate, 2-amino-5-methoxythiazole, and a solution of methylamine-tetrahydrofuran) Starting materials: FC(C=1C=C2C(=CC1)NCC21CN(CC1)C(=O)OC(C)(C)C)(F)F (tert-Butyl 5-(trifluoromethyl)spiro[indoline-3,3′-pyrrolidine]-1′-carboxylate), CN.O1CCCC1 (methylamine tetrahydrofuran), ClC(C(=O)OCC)=O (ethyl chloroglyoxylate), NC=1SC(=CN1)OC (2-amino-5-methoxythiazole). The product is COC1=CN=C(S1)NC(=O)N1CC2(CN(CC2)C(C(=O)NC)=O)C2=CC(=CC=C12)C(F)(F)F (N-(5-Methoxythiazol-2-yl)-1′-(2-(methylamino)-2-oxoacetyl)-5-(trifluoromethyl)spiro[indoline-3,3′-pyrrolidine]-1-carboxamide). Reactants: C(C)(C)(C)NC(=O)C1=CN(C2=NC=C(N=C21)Br)COCC[Si](C)(C)C (2-bromo-5-(2-trimethylsilanyl-ethoxymethyl)-5H-pyrrolo[2,3-b]pyrazine-7-carboxylic acid tert-butylamide), CS(=O)(=O)C1=CC=C2C(=NN(C2=C1)C)[Sn](CCCC)(CCCC)CCCC (6-methanesulfonyl-1-methyl-3-tributylstannanyl-1H-indazole). The reagents and catalysts are C=1C=CC(=CC1)[P](C=2C=CC=CC2)(C=3C=CC=CC3)[Pd]([P](C=4C=CC=CC4)(C=5C=CC=CC5)C=6C=CC=CC6)([P](C=7C=CC=CC7)(C=8C=CC=CC8)C=9C=CC=CC9)[P](C=1C=CC=CC1)(C=1C=CC=CC1)C=1C=CC=CC1 (tetrakis(triphenylphosphine)palladium), [Cu]I (copper (I) iodide). Run in CN(C)C=O (DMF). Run at temperature 90 celsius, time 3 hour. Yields the product C(C)(C)(C)NC(=O)C1=CN(C2=NC=C(N=C21)C2=NN(C1=CC(=CC=C21)S(=O)(=O)C)C)COCC[Si](C)(C)C (2-(6-methanesulfonyl-1-methyl-1H-indazol-3-yl)-5-(2-trimethylsilanylethoxymethyl)-5H-pyrrolo[2,3-b]pyrazine-7-carboxylic acid tert-butylamide). The yield is 54.6%. As a reaction SMILES: [C:1]([NH:5][C:6]([C:8]1[C:16]2[C:11](=[N:12][CH:13]=[C:14](Br)[N:15]=2)[N:10]([CH2:18][O:19][CH2:20][CH2:21][Si:22]([CH3:25])([CH3:24])[CH3:23])[CH:9]=1)=[O:7])([CH3:4])([CH3:3])[CH3:2].[CH3:26][S:27]([C:30]1[CH:38]=[C:37]2[C:33]([C:34]([Sn](CCCC)(CCCC)CCCC)=[N:35][N:36]2[CH3:39])=[CH:32][CH:31]=1)(=[O:29])=[O:28]>CN(C=O)C.C1C=CC([P]([Pd]([P](C2C=CC=CC=2)(C2C=CC=CC=2)C2C=CC=CC=2)([P](C2C=CC=CC=2)(C2C=CC=CC=2)C2C=CC=CC=2)[P](C2C=CC=CC=2)(C2C=CC=CC=2)C2C=CC=CC=2)(C2C=CC=CC=2)C2C=CC=CC=2)=CC=1.[Cu]I>[C:1]([NH:5][C:6]([C:8]1[C:16]2[C:11](=[N:12][CH:13]=[C:14]([C:34]3[C:33]4[C:37](=[CH:38][C:30]([S:27]([CH3:26])(=[O:28])=[O:29])=[CH:31][CH:32]=4)[N:36]([CH3:39])[N:35]=3)[N:15]=2)[N:10]([CH2:18][O:19][CH2:20][CH2:21][Si:22]([CH3:25])([CH3:24])[CH3:23])[CH:9]=1)=[O:7])([CH3:4])([CH3:3])[CH3:2] |^1:61,63,82,101|. Reported procedure: In a round-bottomed flask, 2-bromo-5-(2-trimethylsilanyl-ethoxymethyl)-5H-pyrrolo[2,3-b]pyrazine-7-carboxylic acid tert-butylamide (110 mg, 0.26 mmol) and 6-methanesulfonyl-1-methyl-3-tributylstannanyl-1H-indazole (crude from Step 3, 330 mg, 0.33 mmol) were dissolved in DMF (1.7 ml). The flask was evacuated and backfilled with argon and tetrakis(triphenylphosphine)palladium (0) (15 mg, 0.013 mmol) and copper (I) iodide (10 mg, 0.053 mmol) were added. The reaction mixture was stirred at 90° C. fo...